This data is from the Open Reaction Database (ORD), a public repository of structured organic reaction records. The task is: describe an organic reaction: reactants, conditions, products, and yield The reagents and catalysts are [Pd] (Pd/C). Conditions: time 12 hour. Reported procedure: A solution of 4-(3,5-dibenzyloxyphenyl)-1-phenoxypent-3-ene (51 g., 0.113 M) in a mixture of absolute ethanol (160 ml.), ethyl acetate (160 ml.) and concentrated hydrochloric acid (0.2 ml.) is hydrogenated for 12 hours under 55 lbs. hydrogen in the presence of 10% Pd/C. Removal of the catalyst by filtration and concentration of the filtrate under vacuum yields 30.8 g. (100%) of product as a viscous oil. Product: OC=1C=C(C=C(C1)O)C(CCCOC1=CC=CC=C1)C (4-(3,5-Dihydroxyphenyl)-1-phenoxypentane). Starting materials: [H][H] (hydrogen), product, C(C1=CC=CC=C1)OC=1C=C(C=C(C1)OCC1=CC=CC=C1)C(=CCCOC1=CC=CC=C1)C (4-(3,5-dibenzyloxyphenyl)-1-phenoxypent-3-ene), C(C)O (ethanol), Cl (hydrochloric acid). Run in C(C)(=O)OCC (ethyl acetate). Reaction SMILES: C([O:8][C:9]1[CH:10]=[C:11]([C:23]([CH3:34])=[CH:24][CH2:25][CH2:26][O:27][C:28]2[CH:33]=[CH:32][CH:31]=[CH:30][CH:29]=2)[CH:12]=[C:13]([O:15]CC2C=CC=CC=2)[CH:14]=1)C1C=CC=CC=1.C(O)C.Cl.[H][H]>[Pd].C(OCC)(=O)C>[OH:15][C:13]1[CH:12]=[C:11]([CH:23]([CH3:34])[CH2:24][CH2:25][CH2:26][O:27][C:28]2[CH:33]=[CH:32][CH:31]=[CH:30][CH:29]=2)[CH:10]=[C:9]([OH:8])[CH:14]=1. Reaction SMILES: [CH:1]1[C:11]2[C:10]3=[CH:12][C:13]4[CH:14]=[CH:15][C:16]([C:19]([OH:21])=[O:20])=[CH:17][C:18]=4[N:9]3[CH2:8][CH:7]=[CH:6][C:5]=2[CH:4]=[CH:3][CH:2]=1>C1COCC1.CO.[OH-].[Na+]>[CH:1]1[C:11]2[C:10]3=[CH:12][C:13]4[CH:14]=[CH:15][C:16]([C:19]([OH:21])=[O:20])=[CH:17][C:18]=4[N:9]3[CH2:8][CH:7]=[CH:6][C:5]=2[CH:4]=[CH:3][CH:2]=1.[CH:1]1[C:11]2[C:10]3=[CH:12][C:13]4[CH:14]=[CH:15][C:16]([C:19]([OH:21])=[O:20])=[CH:17][C:18]=4[N:9]3[CH:8]=[CH:7][CH2:6][C:5]=2[CH:4]=[CH:3][CH:2]=1 |f:1.2,3.4|. Solvent: C1CCOC1.CO (THF Methanol), [OH-].[Na+] (NaOH). Conditions: temperature 90 celsius. The yield is 12.0%. Reactants: C1=CC=CC=2C=CCN3C(C21)=CC=2C=CC(=CC23)C(=O)O (7H-indolo[2,1-a][2]benzazepine-10-carboxylic acid), methyl ester. Product: C1=CC=CC=2C=CCN3C(C21)=CC=2C=CC(=CC23)C(=O)O (7H-indolo[2,1-a][2]benzazepine-10-carboxylic acid), C1=CC=CC=2CC=CN3C(C21)=CC=2C=CC(=CC23)C(=O)O (5H-indolo[2,1-a][2]benzazepine-10-carboxylic acid), 13-cyclohexyl-3-fluoro-6-(4-morpholinylcarbonyl). Reported procedure: To a solution of 7H-indolo[2,1-a][2]benzazepine-10-carboxylic acid, 13-cyclohexyl-3-fluoro-6-(4-morpholinylcarbonyl)-, methyl ester (125 mg, 0.249 mmol) in THF/Methanol mixture (2.0 mL/2.0 mL), 2N NaOH solution (1.0 mL) was added. The reaction mixture was heated at 90° C. under microwave condition for 10 min. Then it was concentrated and acidified with 1N HCl solution. Extracted with ethyl acetate (2×20 mL) and the organic layers were combined, dried (MgSO4) and concentrated. The residue was pur... Starting materials: S1C(=NC2=C1C=CC=C2)CC(=O)OCC (ethyl 2-(benzothiazolyl)acetate), CC1(CCN2CCC(C3=C(C(=CC1=C32)C=O)O)(C)C)C (1,1,7,7-tetramethyl-8-hydroxy-9-formyljulolidine), N1CCCCC1 (piperidine). The solvent is C(C)#N (acetonitrile). Yields the product CC1(CCN2CCC(C3=C4C(=CC1=C32)C=C(C(=O)O4)C5=NC6=CC=CC=C6S5)(C)C)C (C-545T). The yield is 80.4%. As a reaction SMILES: [S:1]1[C:5]2[CH:6]=[CH:7][CH:8]=[CH:9][C:4]=2[N:3]=[C:2]1[CH2:10][C:11]([O:13][CH2:14][CH3:15])=[O:12].[CH3:16][C:17]1([CH3:35])[C:28]2=[C:29]3[N:20]([CH2:21][CH2:22][C:23](C)([CH3:33])[C:24]3=[C:25](O)[C:26](C=O)=[CH:27]2)[CH2:19][CH2:18]1.N1CCCCC1>C(#N)C>[CH3:16][C:17]1([CH3:35])[C:28]2=[C:29]3[N:20]([CH2:21][CH2:22][C:23]([CH3:24])([CH3:33])[C:15]3=[C:14]3[O:13][C:11](=[O:12])[C:10]([C:2]4[S:1][C:5]5[C:4](=[CH:9][CH:8]=[CH:7][CH:6]=5)[N:3]=4)=[CH:25][C:26]3=[CH:27]2)[CH2:19][CH2:18]1. Reported procedure: A mixture of 12.28 g of ethyl 2-(benzothiazolyl)acetate was refluxed with 15 g of 1,1,7,7-tetramethyl-8-hydroxy-9-formyljulolidine in 120 mL of acetonitrile containing 2 mL of piperidine as a base catalyst for 15 h. Upon cooling, the precipitated bright orange solid was filtered and washed with some acetonitrile to give 19 g (79% yield) of pure dye C-545T: m.p. 229-230° C.; Tg=100° C. Reactants: ClC(Cl)OC (dichloromethyl methylether), CN1C(=CC=C1)C(=O)OC (methyl 1-methylpyrrole-2-carboxylate), [Cl-].[Al+3].[Cl-].[Cl-] (aluminum chloride), resultant mixture. The solvent is ClCCCl (1,2-dichloroethane), ClCCCl (1,2-dichloroethane), [N+](=O)([O-])C (nitromethane). The product is C(=O)C=1C=C(N(C1)C)C(=O)OC (Methyl 4-formyl-1-methylpyrrole-2-carboxylate). Reaction SMILES: [CH3:1][N:2]1[CH:6]=[CH:5][CH:4]=[C:3]1[C:7]([O:9][CH3:10])=[O:8].[Cl-].[Al+3].[Cl-].[Cl-].Cl[CH:16]([O:18]C)Cl>ClCCCl.[N+](C)([O-])=O>[CH:16]([C:5]1[CH:4]=[C:3]([C:7]([O:9][CH3:10])=[O:8])[N:2]([CH3:1])[CH:6]=1)=[O:18] |f:1.2.3.4|. Procedure: To a mixture of methyl 1-methylpyrrole-2-carboxylate (5.0 g, 0.036 m) and 11.4 g anhydrous aluminum chloride in 150 ml of 1:1 1,2-dichloroethane and nitromethane at -20° C. was added over two minutes a solution of dichloromethyl methylether (3.9 ml, 0.043 m) in 1,2-dichloroethane (20 ml). The resultant mixture was stirred at -10° to -30° C. for 3 hours, quenched with excess ice-water, the resultant mixture extracted well with ether, and the combined ether extracts washed two times with water, pa... The reactants are BrC1=CC=CC(=N1)C=O (6-bromo-pyridine-2-carbaldehyde), C(OC)(OC)OC (trimethyl orthoformate), C=1(C(=CC=CC1)S(=O)(=O)O)C (toluenesulfonic acid). Solvent: CO (MeOH). Yields the product BrC1=NC(=CC=C1)C(OC)OC (2-Bromo-6-dimethoxymethyl-pyridine). RXN SMILES: [Br:1][C:2]1[N:7]=[C:6](C=O)[CH:5]=[CH:4][CH:3]=1.[CH:10](OC)([O:13][CH3:14])[O:11][CH3:12].C1(C)C(S(O)(=O)=O)=CC=CC=1>CO>[Br:1][C:2]1[CH:3]=[CH:4][CH:5]=[C:6]([CH:10]([O:13][CH3:14])[O:11][CH3:12])[N:7]=1. Procedure: The procedure in Example 6: step b was followed using 6-bromo-pyridine-2-carbaldehyde (600 mg, 3.23 mmol), trimethyl orthoformate (8 mL), and toluenesulfonic acid (100 mg) in MeOH (50 mL). Analogous aqueous workup yielded the product (743 mg) which was used without further purification. The reactants are CSc1cc(C)nc2c(-c3c(C)cc(Br)cc3C)cc(C(N)=O)n12, CCO, O. Product: Cc1cc(S(C)=O)n2c(C(N)=O)cc(-c3c(C)cc(Br)cc3C)c2n1. RXN SMILES: [Br:1][c:2]1[cH:3][c:4]([CH3:24])[c:5](-[c:9]2[cH:10][c:11]([C:21](=[O:22])[NH2:23])[n:12]3[c:13]2[n:14][c:15]([CH3:20])[cH:16][c:17]3[S:18][CH3:19])[c:6]([CH3:8])[cH:7]1.[CH3:26][CH2:27][OH:28].[OH2:25]>>[Br:1][c:2]1[cH:3][c:4]([CH3:24])[c:5](-[c:9]2[cH:10][c:11]([C:21](=[O:22])[NH2:23])[n:12]3[c:13]2[n:14][c:15]([CH3:20])[cH:16][c:17]3[S:18]([CH3:19])=[O:25])[c:6]([CH3:8])[cH:7]1. Starting materials: BrCC(=O)OC(C)(C)C (tert-Butyl bromoacetate), FC(CN)F (2,2-difluoroethylamine), C([O-])([O-])=O.[K+].[K+] (potassium carbonate). The solvent is C(C)#N (acetonitrile), CCOC(=O)C (EtOAc), CCCCCC (hexane). Reaction conditions: time 24 hour. The product is FC(CNCC(=O)OC(C)(C)C)F (tert-butyl 2-(2,2-difluoroethylamino)acetate). The yield is 68.0%. As a reaction SMILES: Br[CH2:2][C:3]([O:5][C:6]([CH3:9])([CH3:8])[CH3:7])=[O:4].[F:10][CH:11]([F:14])[CH2:12][NH2:13].C(=O)([O-])[O-].[K+].[K+]>C(#N)C.CCOC(C)=O.CCCCCC>[F:10][CH:11]([F:14])[CH2:12][NH:13][CH2:2][C:3]([O:5][C:6]([CH3:9])([CH3:8])[CH3:7])=[O:4] |f:2.3.4|. Reported procedure: tert-Butyl bromoacetate (2.72 g) was added to a suspension of 2,2-difluoroethylamine (1.46 g) and potassium carbonate (2.48 g) in acetonitrile (5 mL) and the mixture was stirred at RT for 24 h. The mixture was diluted with EtOAc (10 mL) and hexane (10 mL). The suspension was washed with the mixture of aqueous NaHCO3 (20 mL) and brine (10 mL). The organic extracts were dried and concentrated in vacuo to provide crude product. The crude product was purified by vacuum distillation (12 hPa, 78-80° C...